Dataset: the Open Reaction Database (ORD), a public repository of structured organic reaction records. Task: describe an organic reaction: reactants, conditions, products, and yield The reactants are O=C(O)CBr, Cc1ccccc1, [H-], [Na+], O, OCC(F)(F)F. Product: O=C(O)COCC(F)(F)F. RXN SMILES: [Br:9][CH2:10][C:11](=[O:12])[OH:13].[CH3:15][c:16]1[cH:17][cH:18][cH:19][cH:20][cH:21]1.[H-:1].[Na+:2].[OH2:14].[OH:3][CH2:4][C:5]([F:6])([F:7])[F:8]>>[O:3]([CH2:4][C:5]([F:6])([F:7])[F:8])[CH2:10][C:11](=[O:12])[OH:13]. Reactants: N1=CN=CC2=CC=CC=C12 (Quinazoline), [OH-].[K+] (KOH), C(=O)([O-])[O-].[K+].[K+] (K2CO3), mixture, S(O)(O)(=O)=O (sulfuric acid), [N+](=O)(O)[O-] (nitric acid). Reaction conditions: time 1 hour. Yields the product [N+](=O)([O-])C=1C=C2C=NC=NC2=CC1 (6-nitroquinazoline). As a reaction SMILES: [N:1]1[C:10]2[C:5](=[CH:6][CH:7]=[CH:8][CH:9]=2)[CH:4]=[N:3][CH:2]=1.S(=O)(=O)(O)O.[OH-].[K+].C([O-])([O-])=O.[K+].[K+].[N+:24]([O-])([OH:26])=[O:25]>>[N+:24]([C:7]1[CH:6]=[C:5]2[C:10](=[CH:9][CH:8]=1)[N:1]=[CH:2][N:3]=[CH:4]2)([O-:26])=[O:25] |f:2.3,4.5.6|. Reported procedure: Quinazoline (2 g) was nitrated with 25 mL of mixture of nitric acid 90%, 10 mL) and sulfuric acid (+20% SO3, 15 mL) at 0° C. for 20 minutes, and then at ambient temperature for 1 hour. The mixture was then poured on ice, neutralized with KOH and the pH was adjusted to 8 with K2CO3 (pH 8). Filtration and recrystallization from EtOH yielded the crystalline product 6-nitroquinazoline (1.7 g). Reactants: CN(C)C=O, CC(=O)O, CC(C)NC(C)C, CC(C)Oc1ccc(F)c(F)c1, [Li], C1CCOC1. The product is CC(C)Oc1ccc(F)c(F)c1C=O. RXN SMILES: [CH3:21][N:22]([CH:23]=[O:24])[CH3:25].[CH3:26][C:27](=[O:28])[OH:29].[CH:13]([NH:14][CH:15]([CH3:16])[CH3:17])([CH3:18])[CH3:19].[F:1][c:2]1[c:3]([F:12])[cH:4][c:5]([O:8][CH:9]([CH3:10])[CH3:11])[cH:6][cH:7]1.[Li:20].[O:30]1[CH2:31][CH2:32][CH2:33][CH2:34]1>>[F:1][c:2]1[c:3]([F:12])[c:4]([CH:23]=[O:24])[c:5]([O:8][CH:9]([CH3:10])[CH3:11])[cH:6][cH:7]1. Starting materials: CS(C)=O, O=C(NCc1cccc(F)c1)Nc1nc(CCl)cs1, [N-]=[N+]=[N-], [Na+], O. The product is [N-]=[N+]=NCc1csc(NC(=O)NCc2cccc(F)c2)n1. As a reaction SMILES: [CH3:5][S:6]([CH3:7])=[O:8].[Cl:9][CH2:10][c:11]1[n:12][c:13]([NH:16][C:17](=[O:18])[NH:19][CH2:20][c:21]2[cH:22][c:23]([F:27])[cH:24][cH:25][cH:26]2)[s:14][cH:15]1.[N-:2]=[N+:3]=[N-:4].[Na+:1].[OH2:28]>>[N:2](=[N+:3]=[N-:4])[CH2:10][c:11]1[n:12][c:13]([NH:16][C:17](=[O:18])[NH:19][CH2:20][c:21]2[cH:22][c:23]([F:27])[cH:24][cH:25][cH:26]2)[s:14][cH:15]1.